From a dataset of the Open Reaction Database (ORD), a public repository of structured organic reaction records. describe an organic reaction: reactants, conditions, products, and yield The reactants are C(C)(=O)C1=CC(=C(OCCCCC#N)C=C1O)CC=C (5-[4-acetyl-5-hydroxy-2-allylphenoxy]pentanenitrile), ClC1=CC(=CC=C1)C(=O)OO (meta-chloroperbenzoic acid). Run in C(Cl)Cl (methylene chloride). Conditions: time 5 hour. Yields the product C(C)(=O)C1=CC(=C(OCCCCC#N)C=C1O)CC1CO1 (5-[4-acetyl-5-hydroxy-2-(2,3-epoxypropyl)phenoxy]pentanenitrile). Reaction SMILES: [C:1]([C:4]1[C:16]([OH:17])=[CH:15][C:7]([O:8][CH2:9][CH2:10][CH2:11][CH2:12][C:13]#[N:14])=[C:6]([CH2:18][CH:19]=[CH2:20])[CH:5]=1)(=[O:3])[CH3:2].ClC1C=CC=C(C(OO)=[O:29])C=1>C(Cl)Cl>[C:1]([C:4]1[C:16]([OH:17])=[CH:15][C:7]([O:8][CH2:9][CH2:10][CH2:11][CH2:12][C:13]#[N:14])=[C:6]([CH2:18][CH:19]2[O:29][CH2:20]2)[CH:5]=1)(=[O:3])[CH3:2]. Procedure details: To a solution of 5.46 % of 5-[4-acetyl-5-hydroxy-2-allylphenoxy]pentanenitrile in 100 ml of methylene chloride were added 6.1 % of 85% meta-chloroperbenzoic acid. After stirring for 5 hours, the reaction mixture was concentrated in vacuo. The residue was partitioned between ethyl acetate and a cold sodium bicarbonate solution. The organic layer was separated, dried over sodium sulfate, and concentrated in vacuo to approximately 35 ml. The solution was placed in a freezer overnight providing 4.08... The reactants are N1=CC=C(C=C1)C=1SC=C(N1)C=1C(NC2=CC(=CC=C2C1)C=O)=O (3-(2-pyridin-4-yl-thiazol-4-yl)-1H-quinolin-2-one-7-carbaldehyde), C(C)NCC (N,N-diethylamine). The product is C(C)N(CC)CC1=CC=C2C=C(C(NC2=C1)=O)C=1N=C(SC1)C1=CC=NC=C1 (7-Diethylaminomethyl-3-(2-pyridin-4-yl-thiazol-4-yl)-1H-quinolin-2-one). As a reaction SMILES: [N:1]1[CH:6]=[CH:5][C:4]([C:7]2[S:8][CH:9]=[C:10]([C:12]3[C:13](=[O:24])[NH:14][C:15]4[C:20]([CH:21]=3)=[CH:19][CH:18]=[C:17]([CH:22]=O)[CH:16]=4)[N:11]=2)=[CH:3][CH:2]=1.[CH2:25]([NH:27][CH2:28][CH3:29])[CH3:26]>>[CH2:25]([N:27]([CH2:22][C:17]1[CH:16]=[C:15]2[C:20]([CH:21]=[C:12]([C:10]3[N:11]=[C:7]([C:4]4[CH:5]=[CH:6][N:1]=[CH:2][CH:3]=4)[S:8][CH:9]=3)[C:13](=[O:24])[NH:14]2)=[CH:19][CH:18]=1)[CH2:28][CH3:29])[CH3:26]. Reported procedure: This compound was prepared according to the method described in example 8768 employing 3-(2-pyridin-4-yl-thiazol-4-yl)-1H-quinolin-2-one-7-carbaldehyde and N,N-diethylamine to give a yellow solid. MS m/z: 391.3 (M+1). Reactants: C1CCOC1, CO, COC(=O)CCCC(COC(=O)Nc1cc2ccccc2cn1)N(C)C(=O)NCc1ccc(F)cc1Cl. Yields the product CN(C(=O)NCc1ccc(F)cc1Cl)C(CCCCO)COC(=O)Nc1cc2ccccc2cn1. As a reaction SMILES: [CH2:40]1[O:41][CH2:42][CH2:43][CH2:44]1.[CH3:38][OH:39].[Cl:1][c:2]1[c:3]([CH2:4][NH:5][C:6]([N:7]([CH3:8])[CH:9]([CH2:10][CH2:11][CH2:12][C:13](=[O:14])[O:15][CH3:16])[CH2:17][O:18][C:19]([NH:20][c:21]2[n:22][cH:23][c:24]3[cH:25][cH:26][cH:27][cH:28][c:29]3[cH:30]2)=[O:31])=[O:32])[cH:33][cH:34][c:35]([F:37])[cH:36]1>>[Cl:1][c:2]1[c:3]([CH2:4][NH:5][C:6]([N:7]([CH3:8])[CH:9]([CH2:10][CH2:11][CH2:12][CH2:13][OH:14])[CH2:17][O:18][C:19]([NH:20][c:21]2[n:22][cH:23][c:24]3[cH:25][cH:26][cH:27][cH:28][c:29]3[cH:30]2)=[O:31])=[O:32])[cH:33][cH:34][c:35]([F:37])[cH:36]1. The reactants are NC1=C(C=CC=C1)NC1=NC(=C2N=C(N(C2=N1)C)CN1CCC(CC1)C(C)(C)O)N1CCOCC1 (2-(1-((2-(2-aminophenylamino)-9-methyl-6-morpholino-9H-purin-8-yl)methyl)piperidin-4-yl)propan-2-ol), C1=CN(C=N1)C(=O)N2C=CN=C2 (N,N-carbonyldiimidazole). As a reaction SMILES: [NH2:1][C:2]1[CH:7]=[CH:6][CH:5]=[CH:4][C:3]=1[NH:8][C:9]1[N:17]=[C:16]2[C:12]([N:13]=[C:14]([CH2:19][N:20]3[CH2:25][CH2:24][CH:23]([C:26]([OH:29])([CH3:28])[CH3:27])[CH2:22][CH2:21]3)[N:15]2[CH3:18])=[C:11]([N:30]2[CH2:35][CH2:34][O:33][CH2:32][CH2:31]2)[N:10]=1.C1N=CN([C:41](N2C=NC=C2)=[O:42])C=1>C(#N)C>[OH:29][C:26]([CH:23]1[CH2:22][CH2:21][N:20]([CH2:19][C:14]2[N:15]([CH3:18])[C:16]3[C:12]([N:13]=2)=[C:11]([N:30]2[CH2:31][CH2:32][O:33][CH2:34][CH2:35]2)[N:10]=[C:9]([N:8]2[C:3]4[CH:4]=[CH:5][CH:6]=[CH:7][C:2]=4[NH:1][C:41]2=[O:42])[N:17]=3)[CH2:25][CH2:24]1)([CH3:28])[CH3:27]. Yields the product OC(C)(C)C1CCN(CC1)CC=1N(C2=NC(=NC(=C2N1)N1CCOCC1)N1C(NC2=C1C=CC=C2)=O)C (1-(8-((4-(2-hydroxypropan-2-yl)piperidin-1-yl)methyl)-9-methyl-6-morpholino-9H-purin-2-yl)-1H-benzo[d]imidazol-2(3H)-one). Procedure: A mixture of 2-(1-((2-(2-aminophenylamino)-9-methyl-6-morpholino-9H-purin-8-yl)methyl)piperidin-4-yl)propan-2-ol (40 mg, 0.083 mmol) and N,N-carbonyldiimidazole (17 mg, 0.108 mmol) in acetonitrile (2 mL) was stirred at reflux for 15 hours. The reaction mixture was then filtered through paper and purified by RP-HPLC to give 156 (6.7 mg, 16%). LCMS: M+H+=507.2. 1H-NMR (400 MHz, DMSO-d6): δ 11.0 (s, 1H), 7.55 (d, 1H), 7.04 (m, 3H), 4.21 (s, br, 4H), 4.02 (s, 1H), 3.78 (s, 3H), 3.74 (m, 6H), 2.88 (m... Isolated yield 15.9%. Run in C(C)#N (acetonitrile). Starting materials: Br, COc1ccc(-c2csc(N)n2)cc1OC, Cl, Cc1ccc(S(=O)(=O)Cl)cc1, c1ccncc1. Yields the product COc1ccc(-c2csc(NS(=O)(=O)c3ccc(C)cc3)n2)cc1OC. Reaction SMILES: [BrH:1].[CH3:2][O:3][c:4]1[cH:5][c:6](-[c:12]2[n:13][c:14]([NH2:17])[s:15][cH:16]2)[cH:7][cH:8][c:9]1[O:10][CH3:11].[ClH:29].[c:18]1([CH3:28])[cH:19][cH:20][c:21]([S:24](=[O:25])(=[O:26])[Cl:27])[cH:22][cH:23]1.[cH:30]1[cH:31][cH:32][n:33][cH:34][cH:35]1>>[CH3:2][O:3][c:4]1[cH:5][c:6](-[c:12]2[n:13][c:14]([NH:17][S:24]([c:21]3[cH:20][cH:19][c:18]([CH3:28])[cH:23][cH:22]3)(=[O:25])=[O:26])[s:15][cH:16]2)[cH:7][cH:8][c:9]1[O:10][CH3:11]. Starting materials: CC(C)(C)OC(=O)NCCCCC(=O)O, Cc1ccc(C(=O)O)c(N)c1. Yields the product Cc1ccc(C(=O)O)c(NC(=O)CCCCNC(=O)OC(C)(C)C)c1. As a reaction SMILES: [C:1]([CH3:2])([CH3:3])([CH3:4])[O:5][C:6](=[O:7])[NH:8][CH2:9][CH2:10][CH2:11][CH2:12][C:13](=[O:14])[OH:15].[NH2:16][c:17]1[cH:18][c:19]([CH3:26])[cH:20][cH:21][c:22]1[C:23](=[O:24])[OH:25]>>[C:1]([CH3:2])([CH3:3])([CH3:4])[O:5][C:6](=[O:7])[NH:8][CH2:9][CH2:10][CH2:11][CH2:12][C:13](=[O:15])[NH:16][c:17]1[cH:18][c:19]([CH3:26])[cH:20][cH:21][c:22]1[C:23](=[O:24])[OH:25]. Starting materials: B, C=CCc1cc(OCCCC)ccc1OCCCN(C)C, CCO, Cl, [Na+], C1CCOC1, C1CCOC1, [OH-], OO. The product is CCCCOc1ccc(OCCCN(C)C)c(CCCO)c1. Reaction SMILES: [BH3:27].[CH3:1][N:2]([CH3:3])[CH2:4][CH2:5][CH2:6][O:7][c:8]1[c:9]([CH2:19][CH:20]=[CH2:21])[cH:10][c:11]([O:14][CH2:15][CH2:16][CH2:17][CH3:18])[cH:12][cH:13]1.[CH3:38][CH2:39][OH:40].[ClH:32].[Na+:29].[O:22]1[CH2:23][CH2:24][CH2:25][CH2:26]1.[O:33]1[CH2:34][CH2:35][CH2:36][CH2:37]1.[OH-:28].[OH:30][OH:31]>>[CH3:1][N:2]([CH3:3])[CH2:4][CH2:5][CH2:6][O:7][c:8]1[c:9]([CH2:19][CH2:20][CH2:21][OH:22])[cH:10][c:11]([O:14][CH2:15][CH2:16][CH2:17][CH3:18])[cH:12][cH:13]1.